This data is from the Open Reaction Database (ORD), a public repository of structured organic reaction records. The task is: describe an organic reaction: reactants, conditions, products, and yield Reactants: IC=1C=CC=2N(C1)C=C(N2)C2=CC=C(C=C2)C(C)O (1-[4-(6-iodoimidazo[1,2-a]pyridin-2-yl)phenyl]-1-ethanol). Reagents/catalysts: [O-2].[O-2].[Mn+4] (Manganese dioxide). Run in C(Cl)(Cl)Cl (chloroform). Product: IC=1C=CC=2N(C1)C=C(N2)C2=CC=C(C=C2)C(C)=O (1-[4-(6-Iodoimidazo[1,2-a]pyridin-2-yl)phenyl]-1-ethanone). Isolated yield 64.4%. RXN SMILES: [I:1][C:2]1[CH:3]=[CH:4][C:5]2[N:6]([CH:8]=[C:9]([C:11]3[CH:16]=[CH:15][C:14]([CH:17]([OH:19])[CH3:18])=[CH:13][CH:12]=3)[N:10]=2)[CH:7]=1>C(Cl)(Cl)Cl.[O-2].[O-2].[Mn+4]>[I:1][C:2]1[CH:3]=[CH:4][C:5]2[N:6]([CH:8]=[C:9]([C:11]3[CH:16]=[CH:15][C:14]([C:17](=[O:19])[CH3:18])=[CH:13][CH:12]=3)[N:10]=2)[CH:7]=1 |f:2.3.4|. Procedure: Manganese dioxide (691 mg) was added to a solution of 1-[4-(6-iodoimidazo[1,2-a]pyridin-2-yl)phenyl]-1-ethanol (579 mg) in chloroform (50 mL), and the mixture was refluxed for 8 hours. The reaction mixture was filtered through Celite, and the mother liquor was concentrated. The residue was purified through silica gel column chromatography (dichloromethane:methanol=95:5), followed by concentration under reduced pressure, to thereby yield the title compound (371 mg). The reactants are C(C)[SiH](CC)CC (triethylsilane), C[Si](Cl)(Cl)C (dimethyldichlorosilane), [Al+3].[Cl-].[Cl-].[Cl-] (AlCl3), COC1=C(C=CC=C1)OC (o-dimethoxy-benzene). Reaction conditions: time 1 hour. Yields the product C[SiH](Cl)C (Dimethylchlorosilane), C(C)[Si](Cl)(CC)CC (triethylchlorosilane). Reaction SMILES: [CH3:1][Si:2]([CH3:5])(Cl)[Cl:3].[Al+3].[Cl-:7].[Cl-].[Cl-].[CH2:10]([SiH:12]([CH2:15][CH3:16])[CH2:13][CH3:14])[CH3:11].COC1C=CC=CC=1OC>>[CH3:1][SiH:2]([CH3:5])[Cl:3].[CH2:10]([Si:12]([CH2:15][CH3:16])([CH2:13][CH3:14])[Cl:7])[CH3:11] |f:1.2.3.4|. Reported procedure: A four-necked flask was equipped with a condenser, thermometer, dropping funnel, and stirrer was charged with 12.9 g (0.10 mol) of dimethyldichlorosilane and 0.27 g (0.002 mol) of AlCl3, which were agitated with the stirrer. To the flask at room temperature, 5.8 g (0.05 mol) of triethylsilane was added dropwise over 30 minutes. Thereafter, agitation was continued for one hour while the flask was kept at 30° C. 0.28 g (0,002 mol) of o-dimethoxy-benzene was added to the reaction solution which was... The reactants are CCCCc1cn(C(C)(C)C)sc1=N, COC(=O)C12CCC(C(=O)O)(CC1)CC2. The product is CCCCc1cn(C(C)(C)C)sc1=NC(=O)C12CCC(C(=O)OC)(CC1)CC2. RXN SMILES: [C:1]([CH3:2])([CH3:3])([CH3:4])[n:5]1[s:6][c:7](=[NH:14])[c:8]([CH2:10][CH2:11][CH2:12][CH3:13])[cH:9]1.[CH3:15][O:16][C:17](=[O:18])[C:19]12[CH2:20][CH2:21][C:22]([C:27](=[O:28])[OH:29])([CH2:23][CH2:24]1)[CH2:25][CH2:26]2>>[C:1]([CH3:2])([CH3:3])([CH3:4])[n:5]1[s:6][c:7](=[N:14][C:27]([C:22]23[CH2:21][CH2:20][C:19]([C:17]([O:16][CH3:15])=[O:18])([CH2:24][CH2:23]2)[CH2:26][CH2:25]3)=[O:28])[c:8]([CH2:10][CH2:11][CH2:12][CH3:13])[cH:9]1. The reactants are S1C(NCC1)C(=O)O ((±)-thiazolidine-2-carboxylic acid), Cl[Si](C)(C)C (chlorotrimethylsilane). Run in CO (methanol). The product is COC(=O)C1SCCN1 ((+)-Thiazolidine-2-carboxylic Acid Methyl Ester). Yield: 125.0%. RXN SMILES: [S:1]1[CH2:5][CH2:4][NH:3][CH:2]1[C:6]([OH:8])=[O:7].Cl[Si](C)(C)[CH3:11]>CO>[CH3:11][O:7][C:6]([CH:2]1[NH:3][CH2:4][CH2:5][S:1]1)=[O:8]. Procedure: A mixture of (±)-thiazolidine-2-carboxylic acid (1.58 g, 11.9 mmol) and chlorotrimethylsilane (5.1 g, 47 mmol) in methanol (22 mL) was heated at reflux for 5 hours, cooled, and concentrated giving a solid (2.19 g, 100%). Run in COCCOC (DME), O (water). The reagents and catalysts are [Pd].C1(=CC=CC=C1)P(C1=CC=CC=C1)C1=CC=CC=C1.C1(=CC=CC=C1)P(C1=CC=CC=C1)C1=CC=CC=C1.C1(=CC=CC=C1)P(C1=CC=CC=C1)C1=CC=CC=C1.C1(=CC=CC=C1)P(C1=CC=CC=C1)C1=CC=CC=C1 (tetrakis (triphenylphosphine) palladium). Procedure: A stirred solution of 5-amino-2-bromobenzotrifluoride (2.5 g, 0.01 mol) in DME (60 ml) and water (60 ml) was treated with 4-boronobenzoic acid (1.65 g, 0.01 mol) and Na2CO3 (4.2 g, 0.04 mol). The mixture was degassed with argon for 15 mins, treated with tetrakis (triphenylphosphine) palladium (O) (230 mg, 0.2 mmol) and heated at reflux under argon for 18 hrs. The mixture was concentrated in vacuo to approx. 50% volume and the aqueous residue treated with 10% aqueous Na2CO3 solution and washed wi... RXN SMILES: [NH2:1][C:2]1[CH:3]=[CH:4][C:5](Br)=[C:6]([C:8]([F:11])([F:10])[F:9])[CH:7]=1.B([C:16]1[CH:24]=[CH:23][C:19]([C:20]([OH:22])=[O:21])=[CH:18][CH:17]=1)(O)O.C([O-])([O-])=O.[Na+].[Na+]>COCCOC.O.[Pd].C1(P(C2C=CC=CC=2)C2C=CC=CC=2)C=CC=CC=1.C1(P(C2C=CC=CC=2)C2C=CC=CC=2)C=CC=CC=1.C1(P(C2C=CC=CC=2)C2C=CC=CC=2)C=CC=CC=1.C1(P(C2C=CC=CC=2)C2C=CC=CC=2)C=CC=CC=1>[NH2:1][C:2]1[CH:3]=[CH:4][C:5]([C:16]2[CH:24]=[CH:23][C:19]([C:20]([OH:22])=[O:21])=[CH:18][CH:17]=2)=[C:6]([C:8]([F:11])([F:10])[F:9])[CH:7]=1 |f:2.3.4,7.8.9.10.11|. Product: NC1=CC(=C(C=C1)C1=CC=C(C=C1)C(=O)O)C(F)(F)F (4'-Amino-2'-trifluoromethylbiphenyl-4-carboxylic acid). The reactants are NC=1C=CC(=C(C1)C(F)(F)F)Br (5-amino-2-bromobenzotrifluoride), B(O)(O)C1=CC=C(C(=O)O)C=C1 (4-boronobenzoic acid), C(=O)([O-])[O-].[Na+].[Na+] (Na2CO3). The reactants are COC(=O)c1ccc(C(=O)CCCOC(C)=O)cc1, C[P+](c1ccccc1)(c1ccccc1)c1ccccc1, C[Si](C)(C)[N-][Si](C)(C)C, [Na+], C1CCOC1. Product: C=C(CCCOC(C)=O)c1ccc(C(=O)OC)cc1. Reaction SMILES: [C:31]([CH3:32])(=[O:33])[O:34][CH2:35][CH2:36][CH2:37][C:38](=[O:39])[c:40]1[cH:41][cH:42][c:43]([C:44](=[O:45])[O:46][CH3:47])[cH:48][cH:49]1.[CH3:1][P+:2]([c:3]1[cH:4][cH:5][cH:6][cH:7][cH:8]1)([c:9]1[cH:10][cH:11][cH:12][cH:13][cH:14]1)[c:15]1[cH:16][cH:17][cH:18][cH:19][cH:20]1.[CH3:21][Si:22]([CH3:23])([CH3:24])[N-:25][Si:26]([CH3:27])([CH3:28])[CH3:29].[Na+:30].[O:50]1[CH2:51][CH2:52][CH2:53][CH2:54]1>>[CH2:1]=[C:38]([CH2:37][CH2:36][CH2:35][O:34][C:31]([CH3:32])=[O:33])[c:40]1[cH:41][cH:42][c:43]([C:44](=[O:45])[O:46][CH3:47])[cH:48][cH:49]1.